From a dataset of the Open Reaction Database (ORD), a public repository of structured organic reaction records. describe an organic reaction: reactants, conditions, products, and yield Starting materials: [Al+3], [Cl-], [Cl-], [Cl-], ClCCCl, c1ccn2c(CCN3CCOCC3)ncc2c1, O=C(O)c1ccccc1I. Yields the product O=C(c1ccccc1I)c1nc(CCN2CCOCC2)n2ccccc12. As a reaction SMILES: [Al+3:14].[Cl-:11].[Cl-:12].[Cl-:13].[Cl:32][CH2:33][CH2:34][Cl:35].[O:15]1[CH2:16][CH2:17][N:18]([CH2:21][CH2:22][c:23]2[n:24][cH:25][c:26]3[n:27]2[cH:28][cH:29][cH:30][cH:31]3)[CH2:19][CH2:20]1.[OH:1][C:2](=[O:3])[c:4]1[cH:5][cH:6][cH:7][cH:8][c:9]1[I:10]>>[C:2](=[O:3])([c:4]1[cH:5][cH:6][cH:7][cH:8][c:9]1[I:10])[c:25]1[n:24][c:23]([CH2:22][CH2:21][N:18]2[CH2:17][CH2:16][O:15][CH2:20][CH2:19]2)[n:27]2[c:26]1[cH:31][cH:30][cH:29][cH:28]2. The reactants are ClC1=CC=C(C=C1)NCC=1C=NC=CC1 (3-(4-chlorophenylaminomethyl)pyridine), C([O-])([O-])=O.[K+].[K+] (potassium carbonate), C(C)S(=O)(=O)Cl (ethanesulfonyl chloride). Solvent: ClCCl (dichloromethane). Product: ClC1=CC=C(C=C1)N(S(=O)(=O)CC)CC=1C=NC=CC1 (N-(4-chlorophenyl)-N-(pyridin-3-ylmethyl)ethanesulfonamide). Reaction SMILES: [Cl:1][C:2]1[CH:7]=[CH:6][C:5]([NH:8][CH2:9][C:10]2[CH:11]=[N:12][CH:13]=[CH:14][CH:15]=2)=[CH:4][CH:3]=1.C(=O)([O-])[O-].[K+].[K+].[CH2:22]([S:24](Cl)(=[O:26])=[O:25])[CH3:23]>ClCCl>[Cl:1][C:2]1[CH:3]=[CH:4][C:5]([N:8]([CH2:9][C:10]2[CH:11]=[N:12][CH:13]=[CH:14][CH:15]=2)[S:24]([CH2:22][CH3:23])(=[O:26])=[O:25])=[CH:6][CH:7]=1 |f:1.2.3|. Procedure: A 4.37 g. portion of 3-(4-chlorophenylaminomethyl)pyridine was dissolved in 20 ml. of dichloromethane, and 4.1 g. of potassium carbonate and 3.8 g. of ethanesulfonyl chloride were added. The mixture was stirred under gentle reflux overnight, and was then allowed to stand for several days at ambient temperature. The mixture was extracted with water, dried over magnesium sulfate and filtered. The residue was taken up in chloroform and purified over silica gel, eluting with chloroform. The product-... The reactants are BrC1=C(N)C=CC=C1 (2-bromoaniline), BrC1=C(N)C=CC=C1 (2-bromoaniline), 4-thiomethylphenylboronic acid, CSC1=CC=C(C=C1)C1=C(N)C=CC=C1 (2-(4-methylthiophenyl)aniline), BrC(CC)(CC)Br (dibromopentane), amine. The solvent is C(C)N(CC)CC (triethylamine). The product is CSC1=CC=C(C=C1)C1=C(C=CC=C1)N1CCCCC1 (1-[2-(4-methylthiophenyl)phenyl]piperidine). RXN SMILES: Br[C:2]1[CH:8]=[CH:7]C=[CH:5][C:3]=1N.[CH3:9][S:10][C:11]1[CH:16]=[CH:15][C:14]([C:17]2[CH:23]=[CH:22][CH:21]=[CH:20][C:18]=2[NH2:19])=[CH:13][CH:12]=1.BrC(Br)(CC)CC>C(N(CC)CC)C>[CH3:9][S:10][C:11]1[CH:12]=[CH:13][C:14]([C:17]2[CH:23]=[CH:22][CH:21]=[CH:20][C:18]=2[N:19]2[CH2:7][CH2:8][CH2:2][CH2:3][CH2:5]2)=[CH:15][CH:16]=1. Procedure: Compounds of Formula I wherein X is a single bond and R1 is 1-piperidinyl or 1-pyrrolyl can be prepared from 2-bromoaniline as shown in Scheme 15. Suzuki coupling of 2-bromoaniline with 4-thiomethylphenylboronic acid using the method described above followed by condensation of the resulting 2-(4-methylthiophenyl)aniline with dibromopentane in the presence of an amine base, such as triethylamine, affords the corresponding 1-[2-(4-methylthiophenyl)phenyl]piperidine. Oxidation if the methylthio to ... Starting materials: COCCOC, CC(C)(C)[O-], N#Cc1cnc(Cl)s1, CCn1c(C(=O)N(C2CC2)C2CC2)cc2c3c(ncn3C)c(N)nc21, [Na+], O=C(C=Cc1ccccc1)C=Cc1ccccc1, O=C(C=Cc1ccccc1)C=Cc1ccccc1, O=C(C=Cc1ccccc1)C=Cc1ccccc1, [Pd], [Pd], c1ccc(P(c2ccccc2)c2ccc3ccccc3c2-c2c(P(c3ccccc3)c3ccccc3)ccc3ccccc23)cc1. The product is CCn1c(C(=O)N(C2CC2)C2CC2)cc2c3c(ncn3C)c(Nc3ncc(C#N)s3)nc21. RXN SMILES: [CH3:142][O:143][CH2:144][CH2:145][O:146][CH3:147].[CH3:80][C:81]([CH3:82])([O-:83])[CH3:84].[Cl:26][c:27]1[s:28][c:29]([C:32]#[N:33])[cH:30][n:31]1.[NH2:1][c:2]1[c:3]2[c:4]([c:5]3[c:6]([n:7]1)[n:8]([CH2:20][CH3:21])[c:9]([C:11](=[O:12])[N:13]([CH:14]1[CH2:15][CH2:16]1)[CH:17]1[CH2:18][CH2:19]1)[cH:10]3)[n:22]([CH3:25])[cH:23][n:24]2.[Na+:85].[O:106]=[C:107]([CH:108]=[CH:109][c:110]1[cH:111][cH:112][cH:113][cH:114][cH:115]1)[CH:116]=[CH:117][c:118]1[cH:119][cH:120][cH:121][cH:122][cH:123]1.[O:124]=[C:125]([CH:126]=[CH:127][c:128]1[cH:129][cH:130][cH:131][cH:132][cH:133]1)[CH:134]=[CH:135][c:136]1[cH:137][cH:138][cH:139][cH:140][cH:141]1.[O:88]=[C:89]([CH:90]=[CH:91][c:92]1[cH:93][cH:94][cH:95][cH:96][cH:97]1)[CH:98]=[CH:99][c:100]1[cH:101][cH:102][cH:103][cH:104][cH:105]1.[Pd:86].[Pd:87].[cH:34]1[cH:35][cH:36][c:37]([P:38]([c:39]2[cH:40][cH:41][c:42]3[c:43]([cH:44][cH:45][cH:46][cH:47]3)[c:48]2-[c:49]2[c:50]3[c:51]([cH:52][cH:53][cH:54][cH:55]3)[cH:56][cH:57][c:58]2[P:59]([c:60]2[cH:61][cH:62][cH:63][cH:64][cH:65]2)[c:66]2[cH:67][cH:68][cH:69][cH:70][cH:71]2)[c:72]2[cH:73][cH:74][cH:75][cH:76][cH:77]2)[cH:78][cH:79]1>>[NH:1]([c:2]1[c:3]2[c:4]([c:5]3[c:6]([n:7]1)[n:8]([CH2:20][CH3:21])[c:9]([C:11](=[O:12])[N:13]([CH:14]1[CH2:15][CH2:16]1)[CH:17]1[CH2:18][CH2:19]1)[cH:10]3)[n:22]([CH3:25])[cH:23][n:24]2)[c:27]1[s:28][c:29]([C:32]#[N:33])[cH:30][n:31]1. Starting materials: C1(=CC=CC=C1)C1(CCNCC1)COCC=1C=C(C=C(C1)C(F)(F)F)C1=CC=C(C=C1)C#N (3′-(((4-phenylpiperidin-4-yl)methoxy)methyl)-5′-(trifluoromethyl)biphenyl-4-carbonitrile), C(C)=O (acetaldehyde), C(#N)[BH3-].[Na+] (sodium cyanoborohydride). The reagents and catalysts are C(C)(=O)O (acetic acid). Solvent: C(C)#N (acetonitrile). Conditions: temperature 0 celsius, time 1 hour. The product is C(C)N1CCC(CC1)(C1=CC=CC=C1)COCC=1C=C(C=C(C1)C(F)(F)F)C1=CC=C(C=C1)C#N (3′-(((1-Ethyl-4-phenylpiperidin-4-yl)methoxy)methyl)-5′-(trifluoromethyl)biphenyl-4-carbonitrile). Reaction SMILES: [C:1]1([C:7]2([CH2:13][O:14][CH2:15][C:16]3[CH:17]=[C:18]([C:26]4[CH:31]=[CH:30][C:29]([C:32]#[N:33])=[CH:28][CH:27]=4)[CH:19]=[C:20]([C:22]([F:25])([F:24])[F:23])[CH:21]=3)[CH2:12][CH2:11][NH:10][CH2:9][CH2:8]2)[CH:6]=[CH:5][CH:4]=[CH:3][CH:2]=1.[CH:34](=O)[CH3:35].C([BH3-])#N.[Na+]>C(#N)C.C(O)(=O)C>[CH2:34]([N:10]1[CH2:11][CH2:12][C:7]([CH2:13][O:14][CH2:15][C:16]2[CH:17]=[C:18]([C:26]3[CH:31]=[CH:30][C:29]([C:32]#[N:33])=[CH:28][CH:27]=3)[CH:19]=[C:20]([C:22]([F:24])([F:25])[F:23])[CH:21]=2)([C:1]2[CH:2]=[CH:3][CH:4]=[CH:5][CH:6]=2)[CH2:8][CH2:9]1)[CH3:35] |f:2.3|. Procedure details: 3′-(((4-phenylpiperidin-4-yl)methoxy)methyl)-5′-(trifluoromethyl)biphenyl-4-carbonitrile (25.0 mg, 0.05 mmol) and acetaldehyde (0.25 mL, 4.31 mmol) were combined in acetonitrile (2.0 mL) and cooled to 0° C. The reaction was treated with sodium cyanoborohydride (14.0 mg, 0.23 mmol) and a few drops of acetic acid. The reaction was stirred at 0° C. for 30 min and at room temperature for 1 h. The solvent was removed in vacuo and the resulting crude mixture passed through a strong cation exchange col... Reactants: FC=1C=C(C(=O)NCCC(C(=O)O)C2(C(N(CC2)CCC2=CC=CC=C2)=O)CCCO)C=CC1F (α-[2-[(3,4-difluorobenzoyl)amino]ethyl]-3-(3-hydroxypropyl)-2-oxo-1-(2-phenylethyl)-3-pyrrolidineacetic acid), C=1C=CC2=C(C1)N=NN2O (HOBT), C(CCl)Cl (EDC), CN1CCOCC1 (4-methylmorpholine), Cl.C(C1=CC=CC=C1)ON (O-benzylhydroxylamine HCl), CN1CCOCC1 (4-methylmorpholine). Solvent: C(Cl)Cl.CN(C)C=O (CH2Cl2 DMF), CCOC(=O)C (EtOAc), O (H2O). Reaction conditions: time 1 hour. Yields the product FC=1C=C(C(=O)NCCC(C(=O)NOCC2=CC=CC=C2)C2(C(N(CC2)CCC2=CC=CC=C2)=O)CCCO)C=CC1F (α-[2-[(3,4-Difluorobenzoyl)amino]ethyl]-N-benzyloxy-3-(3-hydroxypropyl)-2-oxo-1-(2-phenylethyl)-3-pyrrolidineacetamide). The yield is 84.6%. As a reaction SMILES: [F:1][C:2]1[CH:3]=[C:4]([CH:32]=[CH:33][C:34]=1[F:35])[C:5]([NH:7][CH2:8][CH2:9][CH:10]([C:14]1([CH2:28][CH2:29][CH2:30][OH:31])[CH2:18][CH2:17][N:16]([CH2:19][CH2:20][C:21]2[CH:26]=[CH:25][CH:24]=[CH:23][CH:22]=2)[C:15]1=[O:27])[C:11]([OH:13])=O)=[O:6].C1C=CC2N(O)N=NC=2C=1.C(Cl)CCl.CN1CCOCC1.Cl.[CH2:58]([O:65][NH2:66])[C:59]1[CH:64]=[CH:63][CH:62]=[CH:61][CH:60]=1>O.CCOC(C)=O.C(Cl)Cl.CN(C=O)C>[F:1][C:2]1[CH:3]=[C:4]([CH:32]=[CH:33][C:34]=1[F:35])[C:5]([NH:7][CH2:8][CH2:9][CH:10]([C:14]1([CH2:28][CH2:29][CH2:30][OH:31])[CH2:18][CH2:17][N:16]([CH2:19][CH2:20][C:21]2[CH:26]=[CH:25][CH:24]=[CH:23][CH:22]=2)[C:15]1=[O:27])[C:11]([NH:66][O:65][CH2:58][C:59]1[CH:64]=[CH:63][CH:62]=[CH:61][CH:60]=1)=[O:13])=[O:6] |f:4.5,8.9|. Procedure: A cold (0° C.) solution of α-[2-[(3,4-difluorobenzoyl)amino]ethyl]-3-(3-hydroxypropyl)-2-oxo-1-(2-phenylethyl)-3-pyrrolidineacetic acid (586 mg, 1.20 mmol) in 2:1 CH2Cl2 /DMF (7.5 mL) is treated with HOBT (195 mg, 1.44 mmol), EDC (276 mg, 1.44 mmol), and 4-methylmorpholine (158 μL, 1.44 mmol). The ice bath is removed, and after 1 hour, O-benzylhydroxylamine HCl (287 mg, 1.80 mmol) and a second portion of 4-methylmorpholine (198 μL, 1.80 mmol) are added. The solution is stirred overnight at room ... Reactants: N1CCCC1 (pyrrolidine), ClCC1=CC(NC(N1)=O)=O (6-chloromethyluracil), C(C)(=O)O (acetic acid). Solvent: O (water). Conditions: time 24 hour. Yields the product N1(CCCC1)CC1=CC(NC(N1)=O)=O (6-(1-pyrrolidinylmethyl)uracil). The yield is 28.8%. As a reaction SMILES: [NH:1]1[CH2:5][CH2:4][CH2:3][CH2:2]1.Cl[CH2:7][C:8]1[NH:13][C:12](=[O:14])[NH:11][C:10](=[O:15])[CH:9]=1.C(O)(=O)C>O>[N:1]1([CH2:7][C:8]2[NH:13][C:12](=[O:14])[NH:11][C:10](=[O:15])[CH:9]=2)[CH2:5][CH2:4][CH2:3][CH2:2]1. Reported procedure: To a solution of 1.78 g of pyrrolidine in water (20 ml), 1.33 g of 6-chloromethyluracil were added. The resulting mixture was stirred at room temperature for 24 hours and neutralized with acetic acid. The reaction mixture was then concentrated under reduced pressure. The residue so obtained was washed with methanol and then filtered, whereby 466 mg of the title compound were obtained (yield: 29%). Reactants: C(C)(C)(C)C1=NNC(=C1)N (3-tert-butyl-1H-pyrazol-5-amine), C(#N)C(C(=O)OCC)=COCC (ethyl 2-cyano-3-ethoxyacrylate). Run in C(C)(=O)O (acetic acid). Yields the product NC1=C(C=NC=2N1N=C(C2)C(C)(C)C)C(=O)OCC (Ethyl 7-amino-2-tert-butylpyrazolo[1,5-a]pyrimidine-6-carboxylate). RXN SMILES: [C:1]([C:5]1[CH:9]=[C:8]([NH2:10])[NH:7][N:6]=1)([CH3:4])([CH3:3])[CH3:2].[C:11]([C:13](=[CH:19]OCC)[C:14]([O:16][CH2:17][CH3:18])=[O:15])#[N:12]>C(O)(=O)C>[NH2:12][C:11]1[N:7]2[N:6]=[C:5]([C:1]([CH3:4])([CH3:3])[CH3:2])[CH:9]=[C:8]2[N:10]=[CH:19][C:13]=1[C:14]([O:16][CH2:17][CH3:18])=[O:15]. Reported procedure: A solution of 3-tert-butyl-1H-pyrazol-5-amine (484 mg, 3.48 mmol, 1 eq.) and ethyl 2-cyano-3-ethoxyacrylate (590 mg, 3.49 mmol, 1.00 eq.) in acetic acid (10 mL) was stirred for 16 h at 100° C. under nitrogen. After cooling, the resulting mixture was concentrated under vacuum. The pH value of the solution was adjusted to 8 with saturated aqueous NaHCO3 solution and extracted with ethyl acetate (100 mL×3). The organic layers were combined, dried and concentrated under reduced pressure. The residue... Starting materials: [Al+3], C1CCOC1, CCOc1ccc(Cc2nc3cc(NC(=O)OC)ccc3n2CC2CC2)cc1, [H-], [H-], [H-], [H-], [Li+]. Product: CCOc1ccc(Cc2nc3cc(NC)ccc3n2CC2CC2)cc1. Reaction SMILES: [Al+3:30].[CH2:35]1[O:36][CH2:37][CH2:38][CH2:39]1.[CH:1]1([CH2:4][n:5]2[c:6]([CH2:19][c:20]3[cH:21][cH:22][c:23]([O:26][CH2:27][CH3:28])[cH:24][cH:25]3)[n:7][c:8]3[c:9]2[cH:10][cH:11][c:12]([NH:14][C:15](=[O:16])[O:17][CH3:18])[cH:13]3)[CH2:2][CH2:3]1.[H-:29].[H-:32].[H-:33].[H-:34].[Li+:31]>>[CH:1]1([CH2:4][n:5]2[c:6]([CH2:19][c:20]3[cH:21][cH:22][c:23]([O:26][CH2:27][CH3:28])[cH:24][cH:25]3)[n:7][c:8]3[c:9]2[cH:10][cH:11][c:12]([NH:14][CH3:15])[cH:13]3)[CH2:2][CH2:3]1.